From a dataset of the Open Reaction Database (ORD), a public repository of structured organic reaction records. describe an organic reaction: reactants, conditions, products, and yield Reactants: 15.7, [H][H] (hydrogen), NC1=C(C=C(C2=C1CCO2)C(=O)N[C@@H]2[C@@H](CN(CC2)CC#N)OC)Cl (cis4-amino-5-chloro-N-[1-(cyanomethyl)-3-methoxy-4piperidinyl]-2,3-dihydro-7-benzofurancarboxamide), O1CCCC1 (tetrahydrofuran). The reagents and catalysts are [Ni] (Raney nickel). Run in CO (methanol). The product is NC1=C(C=C(C2=C1CCO2)C(=O)N[C@@H]2[C@@H](CN(CC2)CCN)OC)Cl (cis-4-amino-N-[1-(2-aminoethyl)-3-methoxy-4piperidinyl]-5-chloro-2,3-dihydro-7-benzofurancarboxamide). Yield: 53.6%. RXN SMILES: [NH2:1][C:2]1[C:7]2[CH2:8][CH2:9][O:10][C:6]=2[C:5]([C:11]([NH:13][C@H:14]2[CH2:19][CH2:18][N:17]([CH2:20][C:21]#[N:22])[CH2:16][C@H:15]2[O:23][CH3:24])=[O:12])=[CH:4][C:3]=1[Cl:25].O1CCCC1.[H][H]>[Ni].CO>[NH2:1][C:2]1[C:7]2[CH2:8][CH2:9][O:10][C:6]=2[C:5]([C:11]([NH:13][C@H:14]2[CH2:19][CH2:18][N:17]([CH2:20][CH2:21][NH2:22])[CH2:16][C@H:15]2[O:23][CH3:24])=[O:12])=[CH:4][C:3]=1[Cl:25]. Procedure: A solution of 15.7 parts of cis4-amino-5-chloro-N-[1-(cyanomethyl)-3-methoxy-4piperidinyl]-2,3-dihydro-7-benzofurancarboxamide in 178 parts of tetrahydrofuran and 158 parts of methanol was hydrogenated at normal pressure and at room temperature with 6 parts of Raney nickel. After the calculated amount of hydrogen was taken up, the catalyst was filtered off and the filtrate was evaporated. The residue was purified by column chromatography (silica gel; CH2Cl2 /CH3OH(NH3) 93:7). The eluent of the d... Reactants: C(C)(=O)N1N=C(CC1(C=C)C1=CC=CC=C1)C1=C(C=CC(=C1)F)F (1-Acetyl-3-(2,5-difluorophenyl)-5-phenyl-5-vinyl-4,5-dihydro-1H-pyrazole), Cl[SiH](C)C (chlorodimethylsilane), CCOC(=O)C (EtOAc), O (water). Reagents/catalysts: O.Cl.Cl.Cl[Pt](Cl)(Cl)Cl (hydrogen hexachloroplatinate(IV) hydrate). The solvent is C1(=CC=CC=C1)C (toluene). Conditions: time 15 minute. Product: C(C)(=O)N1N=C(CC1(C1=CC=CC=C1)CC[Si](O)(C)C)C1=C(C=CC(=C1)F)F ({2-[1-acetyl-3-(2,5-difluorophenyl)-5-phenyl-4,5-dihydro-1H-pyrazol-5-yl]ethyl}(dimethyl)silanol). As a reaction SMILES: [C:1]([N:4]1[C:8]([C:11]2[CH:16]=[CH:15][CH:14]=[CH:13][CH:12]=2)([CH:9]=[CH2:10])[CH2:7][C:6]([C:17]2[CH:22]=[C:21]([F:23])[CH:20]=[CH:19][C:18]=2[F:24])=[N:5]1)(=[O:3])[CH3:2].Cl[SiH:26]([CH3:28])[CH3:27].O.CC[O:32]C(C)=O>C1(C)C=CC=CC=1.O.Cl.Cl.Cl[Pt](Cl)(Cl)Cl>[C:1]([N:4]1[C:8]([CH2:9][CH2:10][Si:26]([CH3:28])([CH3:27])[OH:32])([C:11]2[CH:16]=[CH:15][CH:14]=[CH:13][CH:12]=2)[CH2:7][C:6]([C:17]2[CH:22]=[C:21]([F:23])[CH:20]=[CH:19][C:18]=2[F:24])=[N:5]1)(=[O:3])[CH3:2] |f:5.6.7.8|. Reported procedure: To a solution of 100 mg (0.31 mmol) of 1-4 in 1 mL of toluene was added 51 μL (0.46 mmol) of chlorodimethylsilane and 13 mg (0.03 mmol) of hydrogen hexachloroplatinate(IV) hydrate. The reaction mixture was heated at 85° C. for 18 hours in a sealed tube before 500 μL of water was added. Heating was continued for 15 minutes then the reaction was cooled to room temperature, dumped into a separatory funnel containing EtOAc, washed successively with water, brine, dried over MgSO4 and concentrated. Th... Starting materials: NC1=NC=C(C=C1)Br (2-amino-5-bromopyridine), OC1=C(CN(C2=CC=CC=C12)C1=CC=CC=C1)C(=O)OCC (1,2-dihydro-4-hydroxy-1-phenyl-3-quinolinecarboxylic acid, ethyl ester). The solvent is C1(=CC=CC=C1)C (toluene). The product is BrC=1C=CC(=NC1)NC(=O)C=1CN(C2=CC=CC=C2C1O)C1=CC=CC=C1 (N-(5-bromo-2-pyridyl)-1,2-dihydro-4-hydroxy-1-phenyl-3-quinolinecarboxamide). Yield: 65.9%. RXN SMILES: [NH2:1][C:2]1[CH:7]=[CH:6][C:5]([Br:8])=[CH:4][N:3]=1.[OH:9][C:10]1[C:19]2[C:14](=[CH:15][CH:16]=[CH:17][CH:18]=2)[N:13]([C:20]2[CH:25]=[CH:24][CH:23]=[CH:22][CH:21]=2)[CH2:12][C:11]=1[C:26](OCC)=[O:27]>C1(C)C=CC=CC=1>[Br:8][C:5]1[CH:6]=[CH:7][C:2]([NH:1][C:26]([C:11]2[CH2:12][N:13]([C:20]3[CH:25]=[CH:24][CH:23]=[CH:22][CH:21]=3)[C:14]3[C:19]([C:10]=2[OH:9])=[CH:18][CH:17]=[CH:16][CH:15]=3)=[O:27])=[N:3][CH:4]=1. Procedure: A solution of 21.98 g of 2-amino-5-bromopyridine and 25.0 g of 1,2-dihydro-4-hydroxy-1-phenyl-3-quinolinecarboxylic acid, ethyl ester in 250 ml of toluene was refluxed for 24 hours in a soxhlet apparatus containing 20 g of 4 Å molecular sieves. Evaporation of the volatiles afforded a residue which was purified by means of high pressure liquid chromatography (silica gel: dichloromethane as the eluent). The resultant solution was degassed and evaporated to yield 23.56 g (66%) of N-(5-bromo-2-pyrid... The product is CCOC(=O)C=CC=C(c1ccccc1)c1ccccc1. Starting materials: CCOC(=O)C=P(c1ccccc1)(c1ccccc1)c1ccccc1, CCO, O=CC=C(c1ccccc1)c1ccccc1. As a reaction SMILES: [C:17](=[O:18])([O:19][CH2:20][CH3:21])[CH:22]=[P:23]([c:24]1[cH:25][cH:26][cH:27][cH:28][cH:29]1)([c:30]1[cH:31][cH:32][cH:33][cH:34][cH:35]1)[c:36]1[cH:37][cH:38][cH:39][cH:40][cH:41]1.[CH3:42][CH2:43][OH:44].[c:1]1([C:7](=[CH:8][CH:9]=[O:10])[c:11]2[cH:12][cH:13][cH:14][cH:15][cH:16]2)[cH:2][cH:3][cH:4][cH:5][cH:6]1>>[c:1]1([C:7](=[CH:8][CH:9]=[CH:22][C:17](=[O:18])[O:19][CH2:20][CH3:21])[c:11]2[cH:12][cH:13][cH:14][cH:15][cH:16]2)[cH:2][cH:3][cH:4][cH:5][cH:6]1. Starting materials: [OH-].[K+] (KOH), COCCl (methoxymethyl chloride), FC1=C(C=CC(=C1)F)O (2,4-difluorophenol). Solvent: N1=CC=CC=C1 (pyridine). Yields the product FC1C(C=CC(=C1)F)(O)COC (2,4-difluoro-1-methoxymethylphenol). The yield is 71.0%. RXN SMILES: [F:1][C:2]1[CH:7]=[C:6]([F:8])[CH:5]=[CH:4][C:3]=1[OH:9].[OH-].[K+].[CH3:12][O:13][CH2:14]Cl>N1C=CC=CC=1>[F:1][CH:2]1[CH:7]=[C:6]([F:8])[CH:5]=[CH:4][C:3]1([CH2:12][O:13][CH3:14])[OH:9] |f:1.2|. Procedure: To a reaction mixture containing 2,4-difluorophenol (25, 2 g, 15.37 mmol) in 30 mL of dry pyridine was added powdered KOH (0.854 g, 15.25 mmol) and methoxymethyl chloride (1.6 g, 19.37 mmol) and this reaction mixture was heated under reflux for 3.5 hours (FIG. 2E). The reaction was cooled and partitioned between 1 M NaOH and ethyl ether (2×30 mL). The organic solution was washed with 1 M HCl (2×20 mL), water, and then dried (MgSO4), filtered, and the solvent removed under vacuo to afford a oily ... Reactants: CC=1C=C(C=O)C=CC1N1CCC(CC1)CN1CCCC1 (3-Methyl-4-(4-pyrrolidin-1-ylmethyl-piperidin-1-yl)-benzaldehyde), C(C)(C)N1CCNCC1 (1-isopropylpiperazine). Product: C(C)(C)N1CCN(CC1)CC1=CC(=C(C=C1)N1CCC(CC1)CN1CCCC1)C (1-Isopropyl-4-[3-methyl-4-(4-pyrrolidin-1-ylmethyl-piperidin-1-yl)-benzyl]-piperazine). RXN SMILES: [CH3:1][C:2]1[CH:3]=[C:4]([CH:7]=[CH:8][C:9]=1[N:10]1[CH2:15][CH2:14][CH:13]([CH2:16][N:17]2[CH2:21][CH2:20][CH2:19][CH2:18]2)[CH2:12][CH2:11]1)[CH:5]=O.[CH:22]([N:25]1[CH2:30][CH2:29][NH:28][CH2:27][CH2:26]1)([CH3:24])[CH3:23]>>[CH:22]([N:25]1[CH2:30][CH2:29][N:28]([CH2:5][C:4]2[CH:7]=[CH:8][C:9]([N:10]3[CH2:15][CH2:14][CH:13]([CH2:16][N:17]4[CH2:21][CH2:20][CH2:19][CH2:18]4)[CH2:12][CH2:11]3)=[C:2]([CH3:1])[CH:3]=2)[CH2:27][CH2:26]1)([CH3:24])[CH3:23]. Procedure details: Prepared from the product of Example 66 and 1-isopropylpiperazine.